Dataset: the Open Reaction Database (ORD), a public repository of structured organic reaction records. Task: describe an organic reaction: reactants, conditions, products, and yield The yield is 55.7%. The reactants are Cl (Hydrochloric acid), CC(CC1=C(C=CC(=N1)COC=1C(=C(C=CC1)CCC(=O)OCC)C)C1=C(C=CC(=C1)OC)F)(C)C (ethyl 3-(3-((6-(2,2-dimethylpropyl)-5-(2-fluoro-5-methoxyphenyl)pyridin-2-yl)methoxy)-2-methylphenyl)propanoate), [OH-].[Na+] (sodium hydroxide). Procedure details: To a solution of ethyl 3-(3-((6-(2,2-dimethylpropyl)-5-(2-fluoro-5-methoxyphenyl)pyridin-2-yl)methoxy)-2-methylphenyl)propanoate (400 mg) in methanol (5.0 mL) and THF (10 ml) was added a solution of sodium hydroxide (336 mg) in water (10 mL), and the mixture was stirred at room temperature for 15 hr. 1N Hydrochloric acid was added to the reaction mixture to adjust to pH<4, and the mixture was extracted with ethyl acetate. The extract was washed with saturated brine, and dried over anhydrous sodi... Reaction conditions: time 15 hour. RXN SMILES: [CH3:1][C:2]([CH3:36])([CH3:35])[CH2:3][C:4]1[N:9]=[C:8]([CH2:10][O:11][C:12]2[C:13]([CH3:25])=[C:14]([CH2:18][CH2:19][C:20]([O:22]CC)=[O:21])[CH:15]=[CH:16][CH:17]=2)[CH:7]=[CH:6][C:5]=1[C:26]1[CH:31]=[C:30]([O:32][CH3:33])[CH:29]=[CH:28][C:27]=1[F:34].[OH-].[Na+].Cl>CO.C1COCC1.O>[CH3:1][C:2]([CH3:36])([CH3:35])[CH2:3][C:4]1[N:9]=[C:8]([CH2:10][O:11][C:12]2[C:13]([CH3:25])=[C:14]([CH2:18][CH2:19][C:20]([OH:22])=[O:21])[CH:15]=[CH:16][CH:17]=2)[CH:7]=[CH:6][C:5]=1[C:26]1[CH:31]=[C:30]([O:32][CH3:33])[CH:29]=[CH:28][C:27]=1[F:34] |f:1.2|. Run in CO (methanol), C1CCOC1 (THF), O (water). The product is CC(CC1=C(C=CC(=N1)COC=1C(=C(C=CC1)CCC(=O)O)C)C1=C(C=CC(=C1)OC)F)(C)C (3-(3-((6-(2,2-dimethylpropyl)-5-(2-fluoro-5-methoxyphenyl)pyridin-2-yl)methoxy)-2-methylphenyl)propanoic acid). Run at temperature 25 celsius, time 4 hour. The yield is 81.3%. Yields the product NC1=CC(=C(C(=O)NCC2CN(CCO2)C(=O)OCC)C=C1Cl)OC (4-amino-5-chloro-N-[(4-ethoxycarbonyl-2-morpholinyl)methyl]-2-methoxybenzamide). Run in ClCCl (dichloromethane). Reaction SMILES: [NH2:1][CH2:2][CH:3]1[O:8][CH2:7][CH2:6][N:5]([C:9]([O:11][CH2:12][CH3:13])=[O:10])[CH2:4]1.[NH2:14][C:15]1[C:23]([Cl:24])=[CH:22][C:18]([C:19](O)=[O:20])=[C:17]([O:25][CH3:26])[CH:16]=1.Cl.C(N=C=NCCCN(C)C)C>ClCCl>[NH2:14][C:15]1[C:23]([Cl:24])=[CH:22][C:18]([C:19]([NH:1][CH2:2][CH:3]2[O:8][CH2:7][CH2:6][N:5]([C:9]([O:11][CH2:12][CH3:13])=[O:10])[CH2:4]2)=[O:20])=[C:17]([O:25][CH3:26])[CH:16]=1 |f:2.3|. Reported procedure: To a solution of 2-aminomethyl-4-ethoxycarbonylmorpholine (5.8 g) in dichloromethane (100 ml), 4-amino-5-chloro-2-methoxybenzoic acid (5.0 g) and 1-ethyl-3-(3-dimethylaminopropyl)carbodiimide hydrochloride (5.2 g) are added, and the resulting mixture is stirred at 25° C. for 4 hours. The reaction mixture is washed successively with water, aqueous sodium hydroxide solution and saturated aqueous sodium chloride solution, and dried over magnesium sulfate. The solvent is distilled off under reduced ... The reactants are NCC1CN(CCO1)C(=O)OCC (2-aminomethyl-4-ethoxycarbonylmorpholine), NC1=CC(=C(C(=O)O)C=C1Cl)OC (4-amino-5-chloro-2-methoxybenzoic acid), Cl.C(C)N=C=NCCCN(C)C (1-ethyl-3-(3-dimethylaminopropyl)carbodiimide hydrochloride).